From a dataset of the Open Reaction Database (ORD), a public repository of structured organic reaction records. describe an organic reaction: reactants, conditions, products, and yield Reactants: NC1=C(C=C(C=C1C)C)C(C)=O (2′-amino-3′,5′-dimethylacetophenone), ClC=1C(=NOC1N(S(=O)(=O)C1=C(SC=C1)C(=O)Cl)COC)C (N-(4-chloro-3-methyl-5-isoxazolyl)-N-methoxymethyl-3-sulfamoyl-2-thiophenecarbonyl chloride). Run in ClCCl (dichloromethane). Conditions: time 10 hour. Yields the product C(C)(=O)C1=C(C(=CC(=C1)C)C)NC(=O)C=1SC=CC1S(=O)(=O)NC1=C(C(=NO1)C)Cl (N-(2-acetyl-4,6-dimethylphenyl)-3-(((4-chloro-3-methyl-5-isoxazolyl)amino)sulfonyl)-2-thiophenecarboxamide). Isolated yield 43.3%. RXN SMILES: [NH2:1][C:2]1[C:7]([CH3:8])=[CH:6][C:5]([CH3:9])=[CH:4][C:3]=1[C:10](=[O:12])[CH3:11].[Cl:13][C:14]1[C:15]([CH3:34])=[N:16][O:17][C:18]=1[N:19](COC)[S:20]([C:23]1[CH:27]=[CH:26][S:25][C:24]=1[C:28](Cl)=[O:29])(=[O:22])=[O:21]>ClCCl>[C:10]([C:3]1[CH:4]=[C:5]([CH3:9])[CH:6]=[C:7]([CH3:8])[C:2]=1[NH:1][C:28]([C:24]1[S:25][CH:26]=[CH:27][C:23]=1[S:20]([NH:19][C:18]1[O:17][N:16]=[C:15]([CH3:34])[C:14]=1[Cl:13])(=[O:21])=[O:22])=[O:29])(=[O:12])[CH3:11]. Reported procedure: To a solution of 2′-amino-3′,5′-dimethylacetophenone (1.9 g, 11.66 mmol) in dichloromethane (20 mL) at room temperature was added N-(4-chloro-3-methyl-5-isoxazolyl)-N-methoxymethyl-3-sulfamoyl-2-thiophenecarbonyl chloride (Example 51) (1 g, 2.86 mmol). The mixture was stirred for 10 h during which much yellow precipitate formed. The reaction was then concentrated and the residue was diluted with ethyl acetate (50 mL) and washed with 1 N HCl (50 mL). The organic layer was concentrated and the res... The reactants are C1CSCCN1, CC1COc2c(F)c(F)cc3c(=O)c(C(=O)O)cn1c23, c1ccncc1. The product is CC1COc2c(N3CCSCC3)c(F)cc3c(=O)c(C(=O)O)cn1c23. Reaction SMILES: [CH2:21]1[CH2:22][S:23][CH2:24][CH2:25][NH:26]1.[F:1][c:2]1[c:3]([F:20])[c:4]2[c:5]3[n:6]([cH:11][c:12]([C:17](=[O:18])[OH:19])[c:13](=[O:16])[c:14]3[cH:15]1)[CH:7]([CH3:10])[CH2:8][O:9]2.[cH:27]1[cH:28][cH:29][n:30][cH:31][cH:32]1>>[F:1][c:2]1[c:3]([N:26]2[CH2:21][CH2:22][S:23][CH2:24][CH2:25]2)[c:4]2[c:5]3[n:6]([cH:11][c:12]([C:17](=[O:18])[OH:19])[c:13](=[O:16])[c:14]3[cH:15]1)[CH:7]([CH3:10])[CH2:8][O:9]2. Starting materials: N1CCCCC1 (Piperidine), CN1CCOCC1 (N-methylmorpholine), O-(7-aza-1H-benzotriazol-1-yl)-N,N,N,N-tetramethyluronium hexafluorophosphate, C1=CC=CC=2C3=CC=CC=C3C(C12)COC(=O)N[C@H](C(=O)O)CC(=O)OC(C)(C)C ((S)-2-((((9H-Fluoren-9-yl)methoxy)carbonyl)amino)-4-(tert-butoxy)-4-oxobutanoic acid). Solvent: CN(C)C=O (DMF), CCCCCC.C(C)(=O)OCC (hexane ethyl acetate), 1/1. Conditions: time 10 minute. Yields the product C1=CC=CC=2C3=CC=CC=C3C(C12)COC(=O)N[C@@H](CC(=O)OC(C)(C)C)C(N1CCCCC1)=O (tert-butyl (S)-3-((((9H-fluoren-9-yl)methoxy)carbonyl)amino)-4-oxo-4-(piperidin-1-yl)butanoate). The yield is 102.9%. As a reaction SMILES: [CH:1]1[C:13]2[CH:12]([CH2:14][O:15][C:16]([NH:18][C@@H:19]([CH2:23][C:24]([O:26][C:27]([CH3:30])([CH3:29])[CH3:28])=[O:25])[C:20](O)=[O:21])=[O:17])[C:11]3[C:6](=[CH:7][CH:8]=[CH:9][CH:10]=3)[C:5]=2[CH:4]=[CH:3][CH:2]=1.CN1CCOCC1.[NH:38]1[CH2:43][CH2:42][CH2:41][CH2:40][CH2:39]1>CN(C=O)C.CCCCCC.C(OCC)(=O)C>[CH:10]1[C:11]2[CH:12]([CH2:14][O:15][C:16]([NH:18][C@H:19]([C:20](=[O:21])[N:38]3[CH2:43][CH2:42][CH2:41][CH2:40][CH2:39]3)[CH2:23][C:24]([O:26][C:27]([CH3:29])([CH3:28])[CH3:30])=[O:25])=[O:17])[C:13]3[C:5](=[CH:4][CH:3]=[CH:2][CH:1]=3)[C:6]=2[CH:7]=[CH:8][CH:9]=1 |f:4.5|. Reported procedure: (S)-2-((((9H-Fluoren-9-yl)methoxy)carbonyl)amino)-4-(tert-butoxy)-4-oxobutanoic acid (Compound SP404, Fmoc-Asp(OtBu)-OH) (30 g, 72.9 mmol) was dissolved in DMF (243 mL). N-methylmorpholine (9.6 ml, 87 mmol) and then O-(7-aza-1H-benzotriazol-1-yl)-N,N,N,N-tetramethyluronium hexafluorophosphate (HATU) (33.3 g, 87 mmol) were added at 0° C., and the mixture was stirred for 10 minutes. Piperidine (7.1 ml, 71.5 mmol) was further added dropwise, and the mixture was stirred for 30 minutes. The reaction ... Starting materials: NC1=NN=C(O1)C1=C(C=NC=C1)NC1=C(C=C(C=C1)I)F ([4-(5-Amino-[1,3,4]oxadiazol-2-yl)-pyridin-3-yl]-(2-floro-4-iodo-phenyl)-amine), C(C)O (ethanol), C(C)(=O)O (acetic acid). Run in CCOC(=O)C (EtOAc). The product is C(C)OC=1NC(=NN1)C1=C(C=NC=C1)NC1=C(C=C(C=C1)I)F ([4-(5-Ethoxy-4H-[1,2,4]triazol-3-yl)-pyridin-3-yl]-(2-fluoro-4-iodo-phenyl)-amine). The yield is 27.9%. Reaction SMILES: [NH2:1][C:2]1[O:6][C:5]([C:7]2[CH:12]=[CH:11][N:10]=[CH:9][C:8]=2[NH:13][C:14]2[CH:19]=[CH:18][C:17]([I:20])=[CH:16][C:15]=2[F:21])=[N:4][N:3]=1.[CH2:22](O)[CH3:23].C(O)(=O)C>CCOC(C)=O>[CH2:22]([O:6][C:2]1[NH:1][C:5]([C:7]2[CH:12]=[CH:11][N:10]=[CH:9][C:8]=2[NH:13][C:14]2[CH:19]=[CH:18][C:17]([I:20])=[CH:16][C:15]=2[F:21])=[N:4][N:3]=1)[CH3:23]. Procedure: To a solution of [4-(5-Amino-[1,3,4]oxadiazol-2-yl)-pyridin-3-yl]-(2-floro-4-iodo-phenyl)-amine (150 mg, 0.38 mmol) in ethanol (10 mL) KOH 9212 mg, 3.78 mmol) was added. The reaction mixture was refluxed for 3 hrs. Then, added acetic acid was added to bring the pH to 5. The volatives were stripped and the residue was dissolved in EtOAc, and washed with 5% Na2CO3, and brine, and then dried over anhydrous MgSO4. After filtration and solvent removal the remaining crude product was subjected to sili...